Dataset: the Open Reaction Database (ORD), a public repository of structured organic reaction records. Task: describe an organic reaction: reactants, conditions, products, and yield Starting materials: NN1C(C2=CC=CC=C2C(=N1)C=1C=NC(=CC1)Cl)=O (2-amino-4-(6-chloropyridin-3-yl)phthalazin-1(2H)-one), ClC1=CC=C(C=C1)CC(=O)Cl (2-(4-chlorophenyl)acetyl chloride). Product: ClC1=CC=C(C=C1)CC(=O)NN1C(C2=CC=CC=C2C(=N1)C=1C=NC(=CC1)Cl)=O (2-(4-chlorophenyl)-N-[4-(6-chloropyridin-3-yl)-1-oxophthalazin-2(1H)-yl]acetamide). Reaction SMILES: [NH2:1][N:2]1[N:11]=[C:10]([C:12]2[CH:13]=[N:14][C:15]([Cl:18])=[CH:16][CH:17]=2)[C:9]2[C:4](=[CH:5][CH:6]=[CH:7][CH:8]=2)[C:3]1=[O:19].[Cl:20][C:21]1[CH:26]=[CH:25][C:24]([CH2:27][C:28](Cl)=[O:29])=[CH:23][CH:22]=1>>[Cl:20][C:21]1[CH:26]=[CH:25][C:24]([CH2:27][C:28]([NH:1][N:2]2[N:11]=[C:10]([C:12]3[CH:13]=[N:14][C:15]([Cl:18])=[CH:16][CH:17]=3)[C:9]3[C:4](=[CH:5][CH:6]=[CH:7][CH:8]=3)[C:3]2=[O:19])=[O:29])=[CH:23][CH:22]=1. Procedure: The product of Example 4B was treated with 2-(4-chlorophenyl)acetyl chloride similar to the method described in Example 4C to afford the title compound. 1H NMR (300 MHz, DMSO-d6) δ ppm 11.76 (s, 1H), 8.65 (dd, J=2.5, 0.8 Hz, 1H), 8.39-8.43 (m, 1H), 8.13 (dd, J=8.2, 2.5 Hz, 1H), 7.86-8.02 (m, 2H), 7.67-7.81 (m, 2H), 7.37-7.44 (m, 4H), 3.71 (s, 2H); MS (ESI+) M/Z 425 (M+H)+. Reactants: COC(C(=CC(N(C)CC1=CC(=C(C=C1)Cl)Cl)=O)O)=O ((3,4-Dichloro-benzyl-methyl-carbamoyl]-2-hydroxy-acrylic acid methyl ester), COC(C(=CC(N(C)CC1=CC(=C(C=C1)Cl)Cl)=O)O)=O ((3,4-Dichloro-benzyl-methyl-carbamoyl]-2-hydroxy-acrylic acid methyl ester), C=O (paraformaldehyde), Cl.NCCCC(=O)O (4-aminobutyrate hydrochloride), ClC=1C=C(CN(C(=O)C=2CN(C(C2O)=O)C)C)C=CC1Cl (4-Hydroxy-1-methyl-5-oxo-2,5-dihydro-1H-pyrrole-3-carboxylic acid (3,4-dichloro-benzyl)-methyl amide). Yields the product COC(CCCN1C(C(=C(C1)C(N(C)CC1=CCCC=C1)=O)O)=O)=O (4–{4-[(3,4-Dihydro-benzyl)-methyl-carbamoyl]-3-hydroxy-2-oxo-2,5-dihydro-pyrrol-1-yl}-butyric acid methyl ester). Isolated yield 9.0%. RXN SMILES: [CH3:1][O:2][C:3](=[O:20])[C:4](O)=[CH:5]C(=O)N(CC1C=CC(Cl)=C(Cl)C=1)C.C=O.Cl.NCCCC(O)=O.Cl[C:32]1[CH:33]=[C:34]([CH:48]=[CH:49][C:50]=1Cl)[CH2:35][N:36]([CH3:47])[C:37]([C:39]1[CH2:40][N:41]([CH3:46])[C:42](=[O:45])[C:43]=1[OH:44])=[O:38]>>[CH3:1][O:2][C:3](=[O:20])[CH2:4][CH2:5][CH2:46][N:41]1[CH2:40][C:39]([C:37](=[O:38])[N:36]([CH2:35][C:34]2[CH:48]=[CH:49][CH2:50][CH2:32][CH:33]=2)[CH3:47])=[C:43]([OH:44])[C:42]1=[O:45] |f:2.3|. Reported procedure: 3-[(3,4-Dichloro-benzyl-methyl-carbamoyl]-2-hydroxy-acrylic acid methyl ester (Compound 12-B) was treated with paraformaldehyde and 4-aminobutyrate hydrochloride as described in the preparation of Compound 12. The resulting residue was purified by chromatography (YMC Combiprep ODS-A, 30 mm×50 mm, MeOH/H2O/0.1% TFA) to yield the title compound as an amber oil (18.9 mg, 9% yield). 1H NMR (300 MHz, CDCl3) δ: 7.41 (m, 2H), 7.09 (m, 1H), 4.60 (s, 2H), 4.18 (s, 2H), 3.65 (s, 3H), 3.55 (t, 2H, J=7.32),... The reactants are N[C@H](CC(=O)OC)C1=CC(=C(C=C1)OC)OC (Methyl (3R)-3-amino-3-(3,4-dimethoxyphenyl)propionate), C([O-])([O-])=O.[Na+].[Na+] (sodium carbonate), C(=O)(OCC)N1C(C=2C(C1=O)=CC=CC2)=O (N-carboethoxyphthalimide). The product is C1(C=2C(C(N1[C@H](CC(=O)OC)C1=CC(=C(C=C1)OC)OC)=O)=CC=CC2)=O (Methyl (3R)-3-phthalimido-3-(3,4-dimethoxyphenyl)propionate). Reaction SMILES: [NH2:1][C@@H:2]([C:8]1[CH:13]=[CH:12][C:11]([O:14][CH3:15])=[C:10]([O:16][CH3:17])[CH:9]=1)[CH2:3][C:4]([O:6][CH3:7])=[O:5].C(=O)([O-])[O-].[Na+].[Na+].C(N1[C:33](=[O:34])[C:32]2=[CH:35][CH:36]=[CH:37][CH:38]=[C:31]2[C:30]1=[O:39])(OCC)=O>>[C:30]1(=[O:39])[N:1]([C@@H:2]([C:8]2[CH:13]=[CH:12][C:11]([O:14][CH3:15])=[C:10]([O:16][CH3:17])[CH:9]=2)[CH2:3][C:4]([O:6][CH3:7])=[O:5])[C:33](=[O:34])[C:32]2=[CH:35][CH:36]=[CH:37][CH:38]=[C:31]12 |f:1.2.3|. Procedure details: Methyl (3R)-3-amino-3-(3,4-dimethoxyphenyl)propionate (0.25 g, 0.91 mmol), sodium carbonate (0.10 g, 0.91 mmol) and N-carboethoxyphthalimide (0.20 g, 0.91 mmol) were allowed to react according to the procedure of Example 85. Methyl (3R)-3-phthalimido-3-(3,4-dimethoxyphenyl)propionate was obtained as a white powder, 0.29 g (88%); 1H NMR (DMSO-d6, 250 MHz)δ 7.87 (br s, 4H, Ar), 6.80-7.10 (m, 3H, Ar), 5.64 (dd, 1H, J1 =7 Hz, J2 =9 Hz), 3.73 (s, 3H, OCH3), 3.72 (s, 3H, OCH3), 3.55 (s, 3H, OCH3), 3.3... Reactants: O[C@H]1C[C@@H]2CC[C@H]3[C@@H]4CC[C@H](C(CN5CCOCC5)=O)[C@]4(CC([C@@H]3[C@]2(CC1)C)=O)C (3α-hydroxy-21-morpholino-5α-pregnane-11,20dione), aqueous solution, CS(=O)(=O)O (methanesulphonic acid). Solvent: C(C)O (ethanol). The product is aqueous solution, S(C)(=O)(=O)O.O[C@H]1C[C@@H]2CC[C@H]3[C@@H]4CC[C@H](C(CN5CCOCC5)=O)[C@]4(CC([C@@H]3[C@]2(CC1)C)=O)C (3α-Hydroxy-21-morpholino-5α-pregnane-11,20-dione mesylate). Yield: 1.0%. Reaction SMILES: [OH:1][C@@H:2]1[CH2:27][CH2:26][C@@:25]2([CH3:28])[C@@H:4]([CH2:5][CH2:6][C@@H:7]3[C@@H:24]2[C:23](=[O:29])[CH2:22][C@@:21]2([CH3:30])[C@H:8]3[CH2:9][CH2:10][C@@H:11]2[C:12](=[O:20])[CH2:13][N:14]2[CH2:19][CH2:18][O:17][CH2:16][CH2:15]2)[CH2:3]1.[CH3:31][S:32]([OH:35])(=[O:34])=[O:33]>C(O)C>[S:32]([OH:35])(=[O:34])(=[O:33])[CH3:31].[OH:1][C@@H:2]1[CH2:27][CH2:26][C@@:25]2([CH3:28])[C@@H:4]([CH2:5][CH2:6][C@@H:7]3[C@@H:24]2[C:23](=[O:29])[CH2:22][C@@:21]2([CH3:30])[C@H:8]3[CH2:9][CH2:10][C@@H:11]2[C:12](=[O:20])[CH2:13][N:14]2[CH2:15][CH2:16][O:17][CH2:18][CH2:19]2)[CH2:3]1 |f:3.4|. Reported procedure: A solution of 3α-hydroxy-21-morpholino-5α-pregnane-11,20dione (167 mg., 0.4 mmole) in ethanol (2 ml.) was treated with 0.204 N aqueous solution of methanesulphonic acid (3.92 ml. 0.8 mmole). The resulting solution was evaporated under vacuum and then treated with water (5 ml.). The undissolved solid (14.7 mg.) was removed by filtration and the filtrate was made up to 15.23 ml. with distilled water thereby obtaining a 1% aqueous solution of the title compound.